Dataset: the Open Reaction Database (ORD), a public repository of structured organic reaction records. Task: describe an organic reaction: reactants, conditions, products, and yield The product is COC(=O)c1ccc2c(c1)CC(C)(C)C(c1cccc(C(=O)NS(C)(=O)=O)c1)N2. Starting materials: O=C(n1ccnc1)n1ccnc1, COC(=O)c1ccc2c(c1)CC(C)(C)C(c1cccc(C(=O)O)c1)N2, CS(N)(=O)=O, CCOC(C)=O, C1CCC2=NCCCN2CC1, C1CCOC1. Reaction SMILES: [C:26]([n:27]1[cH:28][cH:29][n:30][cH:31]1)([n:32]1[cH:33][cH:34][n:35][cH:36]1)=[O:37].[CH3:1][O:2][C:3](=[O:4])[c:5]1[cH:6][c:7]2[c:12]([cH:13][cH:14]1)[NH:11][CH:10]([c:15]1[cH:16][c:17]([C:18](=[O:19])[OH:20])[cH:21][cH:22][cH:23]1)[C:9]([CH3:24])([CH3:25])[CH2:8]2.[CH3:38][S:39](=[O:40])(=[O:41])[NH2:42].[CH3:59][CH2:60][O:61][C:62](=[O:63])[CH3:64].[N:43]12[CH2:44][CH2:45][CH2:46][N:47]=[C:48]1[CH2:49][CH2:50][CH2:51][CH2:52][CH2:53]2.[O:54]1[CH2:55][CH2:56][CH2:57][CH2:58]1>>[CH3:1][O:2][C:3](=[O:4])[c:5]1[cH:6][c:7]2[c:12]([cH:13][cH:14]1)[NH:11][CH:10]([c:15]1[cH:16][c:17]([C:18](=[O:20])[NH:42][S:39]([CH3:38])(=[O:40])=[O:41])[cH:21][cH:22][cH:23]1)[C:9]([CH3:24])([CH3:25])[CH2:8]2. Reactants: CC(C)=O, CCCCCCCc1ccc(C(=O)Oc2ccc(C=O)c(Cl)c2)cc1. Yields the product CCCCCCCc1ccc(C(=O)Oc2ccc(C(=O)O)c(Cl)c2)cc1. RXN SMILES: [CH3:26][C:27]([CH3:28])=[O:29].[Cl:1][c:2]1[c:3]([CH:4]=[O:5])[cH:6][cH:7][c:8]([O:10][C:11]([c:12]2[cH:13][cH:14][c:15]([CH2:18][CH2:19][CH2:20][CH2:21][CH2:22][CH2:23][CH3:24])[cH:16][cH:17]2)=[O:25])[cH:9]1>>[Cl:1][c:2]1[c:3]([C:4](=[O:5])[OH:29])[cH:6][cH:7][c:8]([O:10][C:11]([c:12]2[cH:13][cH:14][c:15]([CH2:18][CH2:19][CH2:20][CH2:21][CH2:22][CH2:23][CH3:24])[cH:16][cH:17]2)=[O:25])[cH:9]1.